Task: describe an organic reaction: reactants, conditions, products, and yield. Dataset: the Open Reaction Database (ORD), a public repository of structured organic reaction records Starting materials: C1=CC=CC=2C3C4=CC=CC=C4C(C12)CC3CO (9,10-Dihydro-9,10-ethanoanthracene-11-methanol), [Br-].[Br-].C1(=CC=CC=C1)P(C1=CC=CC=C1)C1=CC=CC=C1 (triphenylphosphine dibromide). The solvent is C(Cl)(Cl)(Cl)Cl (carbon tetrachloride). The product is BrCC1CC2C3=CC=CC=C3C1C=1C=CC=CC21 (11-Bromomethyl-9,10-dihydro-9,10-ethanoanthracene). RXN SMILES: [CH:1]1[C:14]2[CH:13]3[CH2:15][CH:16]([CH2:17]O)[CH:6]([C:7]4[C:12]3=[CH:11][CH:10]=[CH:9][CH:8]=4)[C:5]=2[CH:4]=[CH:3][CH:2]=1.[Br-:19].[Br-].C1(P(C2C=CC=CC=2)C2C=CC=CC=2)C=CC=CC=1>C(Cl)(Cl)(Cl)Cl>[Br:19][CH2:17][CH:16]1[CH:6]2[C:5]3[CH:4]=[CH:3][CH:2]=[CH:1][C:14]=3[CH:13]([C:12]3[C:7]2=[CH:8][CH:9]=[CH:10][CH:11]=3)[CH2:15]1 |f:1.2.3|. Procedure details: 9,10-Dihydro-9,10-ethanoanthracene-11-methanol (2 gm) was combined with triphenylphosphine dibromide (5.3 gm) in carbon tetrachloride (60 ml). The mixture was heated to reflux 1 hour, filtered, and the filtrate was concentrated on a rotary evaporator. The residue was boiled in n-heptane (75 ml), filtered hot, and the filtrate cooled. The white precipitate was filtered and air dried to provide the product (mp=103-106° C.). The reactants are CC(=O)O, CC(C)=O, CC(C(=O)Cl)(c1ccc(Cl)cc1)c1ccc(-n2ncc(=O)[nH]c2=O)cc1Cl, [NH4+]. The product is CC(C(N)=O)(c1ccc(Cl)cc1)c1ccc(-n2ncc(=O)[nH]c2=O)cc1Cl. As a reaction SMILES: [CH3:1][C:2](=[O:3])[OH:4].[CH3:33][C:34](=[O:35])[CH3:36].[Cl:6][c:7]1[c:8]([C:21]([C:22](=[O:23])[Cl:24])([CH3:25])[c:26]2[cH:27][cH:28][c:29]([Cl:32])[cH:30][cH:31]2)[cH:9][cH:10][c:11](-[n:13]2[n:14][cH:15][c:16](=[O:20])[nH:17][c:18]2=[O:19])[cH:12]1.[NH4+:5]>>[NH2:5][C:22]([C:21]([c:8]1[c:7]([Cl:6])[cH:12][c:11](-[n:13]2[n:14][cH:15][c:16](=[O:20])[nH:17][c:18]2=[O:19])[cH:10][cH:9]1)([CH3:25])[c:26]1[cH:27][cH:28][c:29]([Cl:32])[cH:30][cH:31]1)=[O:23]. Starting materials: O=C1CCCO1, CN(C)c1ccncc1, CO, NCc1cccc(Nc2n[nH]c3ncnc(Nc4cccc(Cl)c4)c23)c1. Yields the product O=C(CCCO)NCc1cccc(Nc2n[nH]c3ncnc(Nc4cccc(Cl)c4)c23)c1. Reaction SMILES: [C:27]1(=[O:32])[CH2:28][CH2:29][CH2:30][O:31]1.[CH3:33][N:34]([CH3:35])[c:36]1[cH:37][cH:38][n:39][cH:40][cH:41]1.[CH3:42][OH:43].[NH2:1][CH2:2][c:3]1[cH:4][c:5]([NH:9][c:10]2[n:11][nH:12][c:13]3[n:14][cH:15][n:16][c:17]([NH:19][c:20]4[cH:21][c:22]([Cl:26])[cH:23][cH:24][cH:25]4)[c:18]23)[cH:6][cH:7][cH:8]1>>[NH:1]([CH2:2][c:3]1[cH:4][c:5]([NH:9][c:10]2[n:11][nH:12][c:13]3[n:14][cH:15][n:16][c:17]([NH:19][c:20]4[cH:21][c:22]([Cl:26])[cH:23][cH:24][cH:25]4)[c:18]23)[cH:6][cH:7][cH:8]1)[C:30]([CH2:29][CH2:28][CH2:27][OH:32])=[O:31]. Reactants: CN(C(=O)[C@H](CC=C)NC(OCC1=CC=CC=C1)=O)C(C=C)C1=CC=CC=C1 (benzyl ((1S)-1-{[methyl(1-phenylprop-2-en-1-yl)amino]carbonyl}but-3-en-1-yl)carbamate). The reagents and catalysts are Cl[Ru](Cl)([P](C1CCCCC1)(C2CCCCC2)C3CCCCC3)([P](C4CCCCC4)(C5CCCCC5)C6CCCCC6)=CC7=CC=CC=C7 (Grubbs catalyst). Solvent: C1(=CC=CC=C1)C (Toluene). Run at temperature 80 celsius, time 1 hour. Product: CN1C([C@H](CC=C[C@H]1C1=CC=CC=C1)NC(OCC1=CC=CC=C1)=O)=O (benzyl [(3S,7S)-1-methyl-2-oxo-7-phenyl-2,3,4,7-tetrahydro-1H-azepin-3-yl]carbamate), CN1C([C@H](CC=C[C@@H]1C1=CC=CC=C1)NC(OCC1=CC=CC=C1)=O)=O (benzyl [(3S,7R)-1-methyl-2-oxo-7-phenyl-2,3,4,7-tetrahydro-1H-azepin-3-yl]carbamate). Yield: 89.0%. Reaction SMILES: [CH3:1][N:2]([CH:20]([C:23]1[CH:28]=[CH:27][CH:26]=[CH:25][CH:24]=1)C=C)[C:3]([C@@H:5]([NH:9][C:10](=[O:19])[O:11][CH2:12][C:13]1[CH:18]=[CH:17][CH:16]=[CH:15][CH:14]=1)[CH2:6][CH:7]=[CH2:8])=[O:4]>C1(C)C=CC=CC=1.Cl[Ru](=CC1C=CC=CC=1)([P](C1CCCCC1)(C1CCCCC1)C1CCCCC1)([P](C1CCCCC1)(C1CCCCC1)C1CCCCC1)Cl>[CH3:1][N:2]1[C@H:20]([C:23]2[CH:24]=[CH:25][CH:26]=[CH:27][CH:28]=2)[CH:8]=[CH:7][CH2:6][C@H:5]([NH:9][C:10](=[O:19])[O:11][CH2:12][C:13]2[CH:18]=[CH:17][CH:16]=[CH:15][CH:14]=2)[C:3]1=[O:4].[CH3:1][N:2]1[C@@H:20]([C:23]2[CH:24]=[CH:25][CH:26]=[CH:27][CH:28]=2)[CH:8]=[CH:7][CH2:6][C@H:5]([NH:9][C:10](=[O:19])[O:11][CH2:12][C:13]2[CH:18]=[CH:17][CH:16]=[CH:15][CH:14]=2)[C:3]1=[O:4] |^1:44,63|. Reported procedure: To a solution of benzyl ((1S)-1-{[methyl(1-phenylprop-2-en-1-yl)amino]carbonyl}but-3-en-1-yl)carbamate (2b) (1.7 g) dissolved in Toluene (200 mL) at 80° C. under N2 was added Grubbs catalyst (2nd generation) (191 mg) and the reaction mixture was stirred at 80° C. for 1 h, cooled to RT and concentrated in vacuo. The crude product was directly purified via flash chromatography (gradient—5%, 10%, 15% and 20% EtOAc/hexanes) to give the title compound (2c) (811 mg) and benzyl [(3S,7R)-1-methyl-2-oxo-...